This data is from the Open Reaction Database (ORD), a public repository of structured organic reaction records. The task is: describe an organic reaction: reactants, conditions, products, and yield Reactants: C(C)NC1=C(C=CC=C1)[C@H]1CC=2C=CC(=CC2CC1)OC(C(C)(C)C)=O (pivalic acid (R)-6-(2-ethylaminophenyl)-5,6,7,8-tetrahydronaphthalen-2-yl ester), C(=O)C1=CC=C(C=C1)CC(=O)O ((4-formylphenyl)acetic acid). The product is C(=O)(O)CC1=CC=C(CCCNC2=C(C=CC=C2)[C@H]2CC=3C=CC(=CC3CC2)OC(C(C)(C)C)=O)C=C1 (Pivalic acid (R)-6-{2-[(4-carboxymethylbenzyl)ethylamino]phenyl}-5,6,7,8-tetrahydronaphthalen-2-yl ester). Isolated yield 87.7%. As a reaction SMILES: [CH2:1]([NH:3][C:4]1[CH:9]=[CH:8][CH:7]=[CH:6][C:5]=1[C@@H:10]1[CH2:19][CH2:18][C:17]2[CH:16]=[C:15]([O:20][C:21](=[O:26])[C:22]([CH3:25])([CH3:24])[CH3:23])[CH:14]=[CH:13][C:12]=2[CH2:11]1)[CH3:2].[CH:27]([C:29]1[CH:34]=[CH:33][C:32]([CH2:35][C:36]([OH:38])=[O:37])=[CH:31][CH:30]=1)=O>>[C:36]([CH2:35][C:32]1[CH:33]=[CH:34][C:29]([CH2:27][CH2:2][CH2:1][NH:3][C:4]2[CH:9]=[CH:8][CH:7]=[CH:6][C:5]=2[C@@H:10]2[CH2:19][CH2:18][C:17]3[CH:16]=[C:15]([O:20][C:21](=[O:26])[C:22]([CH3:25])([CH3:24])[CH3:23])[CH:14]=[CH:13][C:12]=3[CH2:11]2)=[CH:30][CH:31]=1)([OH:38])=[O:37]. Procedure: Synthesized from pivalic acid (R)-6-(2-ethylaminophenyl)-5,6,7,8-tetrahydronaphthalen-2-yl ester (182 mg) and (4-formylphenyl)acetic acid (420 mg) according to an analogous synthetic method to Example 212,the title compound (227 mg) was obtained. The reactants are C(C)C=1C(N(CC1C)C(=O)NCC1CCOC2=CC(=C(C=C12)S(N)(=O)=O)OCC)=O (4-((3-ethyl-4-methyl-2-oxo-3-pyrroline-1-carboxamido) methyl)-6-sulfamoyl-7-ethoxychroman), C(C)N=C=S (ethyl isothiocyanate). The product is C(C)C=1C(N(CC1C)C(=O)NCC1CCOC2=CC(=C(C=C12)S(=O)(=O)NC(=S)NCC)OCC)=O (4-((3-Ethyl-4-methyl-2-oxo-3-pyrroline-1-carboxamido) methyl)-6-(ethylaminothiocarbonylaminosulfonyl)-7-ethoxychroman). Reaction SMILES: [CH2:1]([C:3]1[C:4](=[O:30])[N:5]([C:9]([NH:11][CH2:12][CH:13]2[C:22]3[C:17](=[CH:18][C:19]([O:27][CH2:28][CH3:29])=[C:20]([S:23](=[O:26])(=[O:25])[NH2:24])[CH:21]=3)[O:16][CH2:15][CH2:14]2)=[O:10])[CH2:6][C:7]=1[CH3:8])[CH3:2].[CH2:31]([N:33]=[C:34]=[S:35])[CH3:32]>>[CH2:1]([C:3]1[C:4](=[O:30])[N:5]([C:9]([NH:11][CH2:12][CH:13]2[C:22]3[C:17](=[CH:18][C:19]([O:27][CH2:28][CH3:29])=[C:20]([S:23]([NH:24][C:34]([NH:33][CH2:31][CH3:32])=[S:35])(=[O:25])=[O:26])[CH:21]=3)[O:16][CH2:15][CH2:14]2)=[O:10])[CH2:6][C:7]=1[CH3:8])[CH3:2]. Procedure: 4-((3-Ethyl-4-methyl-2-oxo-3-pyrroline-1-carboxamido) methyl)-6-(ethylaminothiocarbonylaminosulfonyl)-7-ethoxychroman ##STR55## 4-((3-Ethyl-4-methyl-2-oxo-3-pyrroline-1-carboxamido) methyl)-6-(ethylaminothiocarbonylaminosulfonyl)-7-ethoxychroman is synthesized analogously to Example 14, starting from 4-((3-ethyl-4-methyl-2-oxo-3-pyrroline-1-carboxamido) methyl)-6-sulfamoyl-7-ethoxychroman and ethyl isothiocyanate. Melting point: 178°-180° C.